This data is from the Open Reaction Database (ORD), a public repository of structured organic reaction records. The task is: describe an organic reaction: reactants, conditions, products, and yield Starting materials: CC=C(CC)N1CCOCC1 (N-(3-pent-2-enyl)-morpholine), C(=O)C=C (acrolein). Run in Cl (hydrochloric acid), O1CCOCC1 (dioxane). Reaction conditions: time 8 hour. Yields the product CC=1C(C(CCC1)C)=O (2,6-dimethyl-cyclohex-2-en-1-one). As a reaction SMILES: [CH3:1][CH:2]=[C:3](N1CCOCC1)[CH2:4][CH3:5].[CH:12]([CH:14]=[CH2:15])=[O:13]>O1CCOCC1.Cl>[CH3:15][C:14]1[C:12](=[O:13])[CH:2]([CH3:1])[CH2:3][CH2:4][CH:5]=1. Reported procedure: 26.1 g (0.168 mole) of N-(3-pent-2-enyl)-morpholine is slowly added dropwise to a solution, cooled to 0°, of 16.8 g (0.3 mole) of freshly distilled acrolein in 150 ml of dioxane, with the temperature rising to 5° C. After completion of the addition, stirring is maintained for half an hour with ice-cooling, and the mixture is then allowed to stand overnight. The solvent is afterwards evaporated off and the oil obtained as residue is dissolved in 120 ml of 20% aqueous hydrochloric acid. On stirrin... Reactants: C(C)(=O)C=1SC=CC1 (2-acetylthiophene), COC(N(C)C)OC (N,N-dimethylformamide dimethyl acetal). Product: CN(C=CC(=O)C=1SC=CC1)C (3-(dimethylamino)-1-(2-thienyl)prop-2-en-1-one). Yield: 100.3%. RXN SMILES: [C:1]([C:4]1[S:5][CH:6]=[CH:7][CH:8]=1)(=[O:3])[CH3:2].CO[CH:11](OC)[N:12]([CH3:14])[CH3:13]>>[CH3:11][N:12]([CH3:14])[CH:13]=[CH:2][C:1]([C:4]1[S:5][CH:6]=[CH:7][CH:8]=1)=[O:3]. Procedure: A mixture of 2-acetylthiophene (198 mmol) and N,N-dimethylformamide dimethyl acetal (297 mmol) was refluxed overnight and then allowed to cool to room temperature. The reaction mixture was concentrated under reduced pressure and dried in vacuo to afford 36 g (100% yield) of 3-(dimethylamino)-1-(2-thienyl)prop-2-en-1-one which was used in the next step without further purification. Reactants: S-2-Amino-6-{[(benzyloxy)carbonyl]amino}hexanoic acid, [Br-].[K+] (potassium bromide), NC(C(=O)O)CCCCNC(=O)OCC1=CC=CC=C1 (2-amino-6-{[(benzyl-oxy)carbonyl]-amino}hexanoic acid). The solvent is Br (HBr). Reaction conditions: temperature 0 celsius. Yields the product C(C1=CC=CC=C1)OC(=O)NCCCC[C@@H](C(=O)O)Br ((S)-6-{[(Benzyloxy)carbonyl]amino}-2-bromohexanoic acid). As a reaction SMILES: [Br-:1].[K+].N[CH:4]([CH2:8][CH2:9][CH2:10][CH2:11][NH:12][C:13]([O:15][CH2:16][C:17]1[CH:22]=[CH:21][CH:20]=[CH:19][CH:18]=1)=[O:14])[C:5]([OH:7])=[O:6]>Br>[CH2:16]([O:15][C:13]([NH:12][CH2:11][CH2:10][CH2:9][CH2:8][C@H:4]([Br:1])[C:5]([OH:7])=[O:6])=[O:14])[C:17]1[CH:22]=[CH:21][CH:20]=[CH:19][CH:18]=1 |f:0.1|. Reported procedure: (S-2-Amino-6-{[(benzyloxy)carbonyl]amino}hexanoic acid, 20.0 g (0.14 mole), and potassium bromide, 28.9 g (0.24 mole), were dissolved in 80 mL of ˜6N aqueous HBr, previously chilled to 0° C. A stream of nitrogen was bubbled through the solution and the mixture was chilled to −10° C. by means of a cold bath. Sodium nitrite, 5.9 g (0.86 mole) was added in portions over 30 min with stirring, while maintaining the temperature of the reaction from −13° C. to −10° C. After 6 hours stirring at −10° C.,...